This data is from the Open Reaction Database (ORD), a public repository of structured organic reaction records. The task is: describe an organic reaction: reactants, conditions, products, and yield The reactants are C1(CC1)C=1C(=CC(=NC1)C(=O)NC(C(=O)O)C(C)(C)C)O[C@H](C(F)(F)F)C (2-[[5-cyclopropyl-4-[(1S)-2,2,2-trifluoro-1-methyl-ethoxy]pyridine-2-carbonyl]amino]-3,3-dimethyl-butanoic acid), N1CCC12COC2 (6-Oxa-1-azaspiro[3.3]heptane), C(C(=O)[O-])(=O)[O-] (ethanedioate). Yields the product C1(CC1)C=1C(=CC(=NC1)C(=O)NC(C(=O)N1CCC12COC2)C(C)(C)C)O[C@H](C(F)(F)F)C (5-cyclopropyl-N-[3,3-dimethyl-1-(6-oxa-1-azaspiro[3.3]heptan-1-yl)-1-oxobutan-2-yl]-4-[(2S)-1,1,1-trifluoropropan-2-yl]oxypyridine-2-carboxamide). As a reaction SMILES: [CH:1]1([C:4]2[C:5]([O:21][C@@H:22]([CH3:27])[C:23]([F:26])([F:25])[F:24])=[CH:6][C:7]([C:10]([NH:12][CH:13]([C:17]([CH3:20])([CH3:19])[CH3:18])[C:14]([OH:16])=O)=[O:11])=[N:8][CH:9]=2)[CH2:3][CH2:2]1.[NH:28]1[C:31]2([CH2:34][O:33][CH2:32]2)[CH2:30][CH2:29]1.C([O-])(=O)C([O-])=O>>[CH:1]1([C:4]2[C:5]([O:21][C@@H:22]([CH3:27])[C:23]([F:24])([F:26])[F:25])=[CH:6][C:7]([C:10]([NH:12][CH:13]([C:17]([CH3:18])([CH3:20])[CH3:19])[C:14]([N:28]3[C:31]4([CH2:34][O:33][CH2:32]4)[CH2:30][CH2:29]3)=[O:16])=[O:11])=[N:8][CH:9]=2)[CH2:2][CH2:3]1. Procedure details: The title compound was synthesized in analogy to Example 112e, using 2-[[5-cyclopropyl-4-[(1S)-2,2,2-trifluoro-1-methyl-ethoxy]pyridine-2-carbonyl]amino]-3,3-dimethyl-butanoic acid (Example 199b) and 6-Oxa-1-azaspiro[3.3]heptane, ethanedioate (1:2) (CAN 1380571-72-1) as starting materials and isolated (23 mg, 38%); MS (ESI, m/z): 470.6 (M+H+). Reactants: COc1ccc(N)cc1OC, FC(F)(F)c1cc(Cl)nc(-c2ccccc2)n1. Yields the product COc1ccc(Nc2cc(C(F)(F)F)nc(-c3ccccc3)n2)cc1OC. RXN SMILES: [CH3:18][O:19][c:20]1[cH:21][c:22]([NH2:23])[cH:24][cH:25][c:26]1[O:27][CH3:28].[Cl:1][c:2]1[n:3][c:4](-[c:12]2[cH:13][cH:14][cH:15][cH:16][cH:17]2)[n:5][c:6]([C:8]([F:9])([F:10])[F:11])[cH:7]1>>[c:2]1([NH:23][c:22]2[cH:21][c:20]([O:19][CH3:18])[c:26]([O:27][CH3:28])[cH:25][cH:24]2)[n:3][c:4](-[c:12]2[cH:13][cH:14][cH:15][cH:16][cH:17]2)[n:5][c:6]([C:8]([F:9])([F:10])[F:11])[cH:7]1. The reactants are FC1=C(C=CC(=C1)C(F)(F)F)C1=CN=CO1 (5-[2-fluoro-4-(trifluoromethyl)phenyl]-1,3-oxazole), [O-]S(=O)[O-].[Na+].[Na+] (Na2SO3), C[Si](C)(C)[N-][Si](C)(C)C.[Li+] (lithium bis(trimethylsilyl)amide), BrBr (bromine). The solvent is O1CCCC1 (tetrahydrofuran), CN1C(N(CCC1)C)=O (1,3-dimethyl-3,4,5,6-tetrahydro-2(1H)-pyrimidinone), CCOCC (ether). Conditions: time 1 hour. The product is BrC=1N=COC1C1=C(C=C(C=C1)C(F)(F)F)F (4-bromo-5-[2-fluoro-4-(trifluoromethyl)phenyl]-1,3-oxazole). The yield is 52.9%. As a reaction SMILES: [F:1][C:2]1[CH:7]=[C:6]([C:8]([F:11])([F:10])[F:9])[CH:5]=[CH:4][C:3]=1[C:12]1[O:16][CH:15]=[N:14][CH:13]=1.C[Si]([N-][Si](C)(C)C)(C)C.[Li+].[Br:27]Br.[O-]S([O-])=O.[Na+].[Na+]>O1CCCC1.CN1CCCN(C)C1=O.CCOCC>[Br:27][C:13]1[N:14]=[CH:15][O:16][C:12]=1[C:3]1[CH:4]=[CH:5][C:6]([C:8]([F:11])([F:9])[F:10])=[CH:7][C:2]=1[F:1] |f:1.2,4.5.6|. Reported procedure: A solution of Example 5A (6.46 g, 27.9 mmol) in tetrahydrofuran (48 mL) and 1,3-dimethyl-3,4,5,6-tetrahydro-2(1H)-pyrimidinone (36 mL) was cooled to −78° C., and then treated slowly with lithium bis(trimethylsilyl)amide (1M in tetrahydrofuran, 34 mL, 34 mmol). The reaction was stirred for 1 hour and then treated dropwise with bromine (1.43 ml, 27.9 mmol). The reaction stirred for another hour at −78° C., and then was poured into 900 mL ether and 270 mL 10% Na2SO3 solution. The phases were separa... The reactants are C(CCC)[Sn](C1=CC=NC=C1)(CCCC)CCCC (4-tributylstannylpyridine), ClC=1N=C(C2=C(N1)N(C=C2I)S(=O)(=O)C2=CC=C(C)C=C2)NC2CC2 (2-chloro-N-cyclopropyl-5-iodo-7-tosyl-7H-pyrrolo[2,3-d]pyrimidin-4-amine), O (Water), CCOC(=O)C (EtOAc). Reagents/catalysts: C=1C=CC(=CC1)[P](C=2C=CC=CC2)(C=3C=CC=CC3)[Pd]([P](C=4C=CC=CC4)(C=5C=CC=CC5)C=6C=CC=CC6)([P](C=7C=CC=CC7)(C=8C=CC=CC8)C=9C=CC=CC9)[P](C=1C=CC=CC1)(C=1C=CC=CC1)C=1C=CC=CC1 (Pd(Ph3P)4). Solvent: O1CCOCC1 (dioxane). Reaction conditions: temperature 100 celsius, time 18 hour. The product is ClC=1N=C(C2=C(N1)N(C=C2C2=CC=NC=C2)S(=O)(=O)C2=CC=C(C)C=C2)NC2CC2 (2-chloro-N-cyclopropyl-5-(pyridin-4-yl)-7-tosyl-7H-pyrrolo[2,3-d]pyrimidin-4-amine). The yield is 25.2%. As a reaction SMILES: [Cl:1][C:2]1[N:3]=[C:4]([NH:22][CH:23]2[CH2:25][CH2:24]2)[C:5]2[C:10](I)=[CH:9][N:8]([S:12]([C:15]3[CH:21]=[CH:20][C:18]([CH3:19])=[CH:17][CH:16]=3)(=[O:14])=[O:13])[C:6]=2[N:7]=1.C([Sn](CCCC)(CCCC)[C:31]1[CH:36]=[CH:35][N:34]=[CH:33][CH:32]=1)CCC.O.CCOC(C)=O>O1CCOCC1.C1C=CC([P]([Pd]([P](C2C=CC=CC=2)(C2C=CC=CC=2)C2C=CC=CC=2)([P](C2C=CC=CC=2)(C2C=CC=CC=2)C2C=CC=CC=2)[P](C2C=CC=CC=2)(C2C=CC=CC=2)C2C=CC=CC=2)(C2C=CC=CC=2)C2C=CC=CC=2)=CC=1>[Cl:1][C:2]1[N:3]=[C:4]([NH:22][CH:23]2[CH2:25][CH2:24]2)[C:5]2[C:10]([C:31]3[CH:36]=[CH:35][N:34]=[CH:33][CH:32]=3)=[CH:9][N:8]([S:12]([C:15]3[CH:21]=[CH:20][C:18]([CH3:19])=[CH:17][CH:16]=3)(=[O:14])=[O:13])[C:6]=2[N:7]=1 |^1:61,63,82,101|. Reported procedure: A solution of 2-chloro-N-cyclopropyl-5-iodo-7-tosyl-7H-pyrrolo[2,3-d]pyrimidin-4-amine (225 mg, 0.460 mmol) in dioxane (3 mL) was degassed with Ar before being charged with 4-tributylstannylpyridine (371 mg, 1.01 mmol) and Pd(Ph3P)4 (98 mg, 0.085 mmol). The mixture was stirred at 100° C. for 18 h. Water and EtOAc were added. The organic phase was separated, dried over Na2SO4, concentrated in vacuo. The residue was purified by HPLC to give 2-chloro-N-cyclopropyl-5-(pyridin-4-yl)-7-tosyl-7H-pyrrol... The reactants are C(CC)Br (propyl bromide), [H-].[Na+] (sodium hydride), O1CCCC1 (tetrahydrofuran), OCCCCCC1=CC=C(C=C1)C1=NC=C(C=N1)OCC (2-[4-(5-hydroxy-1-pentyl)phenyl]-5-(ethoxy)pyrimidine). Run in O (water). Reaction conditions: time 5 hour. Yields the product C(CC)OCCCCCC1=CC=C(C=C1)C1=NC=C(C=N1)OCC (2-[4-(5-[propyloxy]-1-pentyl)phenyl]-5-(ethoxy)pyrimidine). Reaction SMILES: [H-].[Na+].O1C[CH2:6][CH2:5][CH2:4]1.[OH:8][CH2:9][CH2:10][CH2:11][CH2:12][CH2:13][C:14]1[CH:19]=[CH:18][C:17]([C:20]2[N:25]=[CH:24][C:23]([O:26][CH2:27][CH3:28])=[CH:22][N:21]=2)=[CH:16][CH:15]=1.C(Br)CC>O>[CH2:4]([O:8][CH2:9][CH2:10][CH2:11][CH2:12][CH2:13][C:14]1[CH:15]=[CH:16][C:17]([C:20]2[N:25]=[CH:24][C:23]([O:26][CH2:27][CH3:28])=[CH:22][N:21]=2)=[CH:18][CH:19]=1)[CH2:5][CH3:6] |f:0.1|. Procedure details: A mixture of 1.2 g of sodium hydride (60-65 wt. %) and 150 ml of tetrahydrofuran was treated with 8.5 g of 2-[4-(5-hydroxy-1-pentyl)phenyl]-5-(ethoxy)pyrimidine while gassing with nitrogen, stirred for 5 hours, treated with 4 g of propyl bromide and subsequently stirred at room temperature overnight. The reaction mixture was treated with 500 ml of water and extracted three times with 50 ml of diethyl ether each time. The combined organic phases were washed twice with 500 ml of concentrated sodiu... Reactants: C1CCOC1, Cc1oc(-c2ccc(OCc3ccccc3)cc2)nc1CCN=[N+]=[N-], O, c1ccc(P(c2ccccc2)c2ccccc2)cc1. Product: Cc1oc(-c2ccc(OCc3ccccc3)cc2)nc1CCN. As a reaction SMILES: [CH2:46]1[O:47][CH2:48][CH2:49][CH2:50]1.[N:1](=[N+:2]=[N-:3])[CH2:4][CH2:5][c:6]1[n:7][c:8](-[c:12]2[cH:13][cH:14][c:15]([O:18][CH2:19][c:20]3[cH:21][cH:22][cH:23][cH:24][cH:25]3)[cH:16][cH:17]2)[o:9][c:10]1[CH3:11].[OH2:26].[c:27]1([P:28]([c:29]2[cH:30][cH:31][cH:32][cH:33][cH:34]2)[c:35]2[cH:36][cH:37][cH:38][cH:39][cH:40]2)[cH:41][cH:42][cH:43][cH:44][cH:45]1>>[NH2:1][CH2:4][CH2:5][c:6]1[n:7][c:8](-[c:12]2[cH:13][cH:14][c:15]([O:18][CH2:19][c:20]3[cH:21][cH:22][cH:23][cH:24][cH:25]3)[cH:16][cH:17]2)[o:9][c:10]1[CH3:11]. Starting materials: [N+](=O)([O-])C=1C=NC2=CC=CN=C2C1N (3-nitro[1,5]naphthyridin-4-amine), Formula XVIII, [N+](=O)([O-])C=1C=NC2=CC=CC=C2C1N (3-nitroquinolin-4-amine). Yields the product N1=CC(=C(C2=CC=CC=C12)N)N (quinoline-3,4-diamine), N1=CC(=C(C2=NC=CC=C12)N)N ([1,5]naphthyridine-3,4-diamine), Formula XIX. As a reaction SMILES: [N+:1]([C:4]1[CH:5]=[N:6][C:7]2[C:12]([C:13]=1[NH2:14])=[CH:11][CH:10]=[CH:9][CH:8]=2)([O-])=O.[N+:15]([C:18]1[CH:19]=[N:20][C:21]2[C:26]([C:27]=1[NH2:28])=[N:25][CH:24]=[CH:23][CH:22]=2)([O-])=O>>[N:6]1[C:7]2[C:12](=[CH:11][CH:10]=[CH:9][CH:8]=2)[C:13]([NH2:14])=[C:4]([NH2:1])[CH:5]=1.[N:20]1[C:21]2[C:26](=[N:25][CH:24]=[CH:23][CH:22]=2)[C:27]([NH2:28])=[C:18]([NH2:15])[CH:19]=1. Procedure details: In step (3) of Reaction Scheme I, a 3-nitroquinolin-4-amine or 3-nitro[1,5]naphthyridin-4-amine of Formula XVIII is reduced to provide a quinoline-3,4-diamine or [1,5]naphthyridine-3,4-diamine of Formula XIX. The reaction can be carried out by hydrogenation using a heterogeneous hydrogenation catalyst such as platinum on carbon. The hydrogenation is conveniently carried out in a Parr apparatus in a suitable solvent such as toluene, methanol, isopropanol, ethyl acetate, or acetonitrile. The react... Reactants: C(C)(C)(C)OC(N(C1=CC=NC=C1)CCOC1=CC(=CC(=C1)C(N(CCCO)C1CCCC1)=O)Cl)=O ((2-{3-chloro-5-[cyclopentyl-(3-hydroxy-propyl)-carbamoyl]-phenoxy}-ethyl)-pyridin-4-yl-carbamic acid tertbutyl ester), FC(C(=O)O)(F)F (trifluoroacetic acid). Solvent: ClCCl (dichloromethane). Conditions: time 1 hour. Yields the product FC(C(=O)O)(F)F.ClC=1C=C(C(=O)N(CCCO)C2CCCC2)C=C(C1)OCCNC1=CC=NC=C1 (3-Chloro-N-cyclopentyl-N-(3-hydroxy-propyl)-5-[2-(pyridin-4-ylamino)-ethoxy]-benzamide trifluoroacetate). As a reaction SMILES: C(OC(=O)[N:7]([CH2:14][CH2:15][O:16][C:17]1[CH:22]=[C:21]([C:23](=[O:34])[N:24]([CH:29]2[CH2:33][CH2:32][CH2:31][CH2:30]2)[CH2:25][CH2:26][CH2:27][OH:28])[CH:20]=[C:19]([Cl:35])[CH:18]=1)[C:8]1[CH:13]=[CH:12][N:11]=[CH:10][CH:9]=1)(C)(C)C.[F:37][C:38]([F:43])([F:42])[C:39]([OH:41])=[O:40]>ClCCl>[F:37][C:38]([F:43])([F:42])[C:39]([OH:41])=[O:40].[Cl:35][C:19]1[CH:20]=[C:21]([CH:22]=[C:17]([O:16][CH2:15][CH2:14][NH:7][C:8]2[CH:9]=[CH:10][N:11]=[CH:12][CH:13]=2)[CH:18]=1)[C:23]([N:24]([CH:29]1[CH2:30][CH2:31][CH2:32][CH2:33]1)[CH2:25][CH2:26][CH2:27][OH:28])=[O:34] |f:3.4|. Procedure details: A solution of (2-{3-chloro-5-[cyclopentyl-(3-hydroxy-propyl)-carbamoyl]-phenoxy}-ethyl)-pyridin-4-yl-carbamic acid tertbutyl ester (0.07 g) in a mixture of dichloromethane (2 ml) and trifluoroacetic acid (2 ml) was stored at room temperature for 1 h and then concentrated under reduced pressure. The residue was subjected to preparative hplc and the title compound (0.011 g) was obtained as a colourless gum by concentration of the required fraction under reduced pressure and drying by repetitive ad... The reactants are C(C1=CC=CC=C1)C1=CC(=NC=C1Br)OC (4-benzyl-5-bromo-2-methoxypyridine), C([O-])([O-])=O.[K+].[K+] (potassium carbonate). Solvent: Br (hydrobromic acid). Run at time 3 hour. The product is C(C1=CC=CC=C1)C1=CC(=NC=C1Br)O (4-Benzyl-5-bromo-2-hydroxypyridine). The yield is 100.2%. Reaction SMILES: [CH2:1]([C:8]1[C:13]([Br:14])=[CH:12][N:11]=[C:10]([O:15]C)[CH:9]=1)[C:2]1[CH:7]=[CH:6][CH:5]=[CH:4][CH:3]=1.C(=O)([O-])[O-].[K+].[K+]>Br>[CH2:1]([C:8]1[C:13]([Br:14])=[CH:12][N:11]=[C:10]([OH:15])[CH:9]=1)[C:2]1[CH:3]=[CH:4][CH:5]=[CH:6][CH:7]=1 |f:1.2.3|. Procedure: 250 ml of 47% hydrobromic acid was added to 62 g of 4-benzyl-5-bromo-2-methoxypyridine, followed by heating under stirring for 3 hours in an oil bath kept at 100° C. After cooling as it was, the reaction solution was added to an aqueous potassium carbonate solution little by little and neutralized. The resulting precipitates were collected by filtration, to give 59 g of the target compound. Reactants: CSc1nn(-c2c(Cl)cc(Cl)cc2Cl)c2nc(C)nc(N(CCCO)Cc3ccccc3)c12, ClCCl, O=C(OO)c1cccc(Cl)c1. Yields the product Cc1nc(N(CCCO)Cc2ccccc2)c2c(S(C)=O)nn(-c3c(Cl)cc(Cl)cc3Cl)c2n1. As a reaction SMILES: [CH2:1]([c:2]1[cH:3][cH:4][cH:5][cH:6][cH:7]1)[N:8]([CH2:9][CH2:10][CH2:11][OH:12])[c:13]1[c:14]2[c:15]([n:16][c:17]([CH3:19])[n:18]1)[n:20](-[c:25]1[c:26]([Cl:33])[cH:27][c:28]([Cl:32])[cH:29][c:30]1[Cl:31])[n:21][c:22]2[S:23][CH3:24].[CH2:45]([Cl:46])[Cl:47].[Cl:34][c:35]1[cH:36][cH:37][cH:38][c:39]([C:40]([O:41][OH:43])=[O:42])[cH:44]1>>[CH2:1]([c:2]1[cH:3][cH:4][cH:5][cH:6][cH:7]1)[N:8]([CH2:9][CH2:10][CH2:11][OH:12])[c:13]1[c:14]2[c:15]([n:16][c:17]([CH3:19])[n:18]1)[n:20](-[c:25]1[c:26]([Cl:33])[cH:27][c:28]([Cl:32])[cH:29][c:30]1[Cl:31])[n:21][c:22]2[S:23]([CH3:24])=[O:42].